Dataset: the Open Reaction Database (ORD), a public repository of structured organic reaction records. Task: describe an organic reaction: reactants, conditions, products, and yield Starting materials: C[O-].[Na+] (sodium methoxide), ClC1=CC=C(CC#N)C=C1 (4-chlorobenzyl cyanide), N(=[N+]=[N-])C1=C(C=C(C=C1)C(F)(F)F)F (1-azido-2-fluoro-4-trifluoromethyl-benzene). Run in CO (methanol). Conditions: time 8 hour. The product is ClC1=CC=C(C=C1)C1=C(N(N=N1)C1=C(C=C(C=C1)C(F)(F)F)F)N (5-(4-Chloro-phenyl)-3-(2-fluoro-4-trifluoromethyl-phenyl)-3H-[1,2,3]triazol-4-ylamine). The yield is 26.8%. RXN SMILES: C[O-].[Na+].[Cl:4][C:5]1[CH:13]=[CH:12][C:8]([CH2:9][C:10]#[N:11])=[CH:7][CH:6]=1.[N:14]([C:17]1[CH:22]=[CH:21][C:20]([C:23]([F:26])([F:25])[F:24])=[CH:19][C:18]=1[F:27])=[N+:15]=[N-:16]>CO>[Cl:4][C:5]1[CH:13]=[CH:12][C:8]([C:9]2[N:16]=[N:15][N:14]([C:17]3[CH:22]=[CH:21][C:20]([C:23]([F:25])([F:26])[F:24])=[CH:19][C:18]=3[F:27])[C:10]=2[NH2:11])=[CH:7][CH:6]=1 |f:0.1|. Procedure: To a stirred and ice-cooled solution of sodium methoxide (0.296 g, 5.4848 mmol) in methanol (25 ml), commercial 4-chlorobenzyl cyanide (0.610 g, 4.0222 mmol) and 1-azido-2-fluoro-4-trifluoromethyl-benzene (0.750 g, 3.6565 mmol) are added portion wise. The reaction mixture is allowed to reach room temperature spontaneously overnight, concentrated in vacuo, added water, and extracted with ethylacetate (3×80 ml). The combined organic layers are dried over MgSO4, filtered and evaporated, to afford a... Starting materials: COC=1C=C(C(=O)O)C=C(C1OC\C=C(/C)\CCC=C(C)C)OC (3,5-dimethoxy-4-geranyloxy benzoic acid), NCC1N(CCC1)CC (2-aminomethyl-1-ethylpyrrolidine). The product is C(C)N1C(CCC1)CNC(C1=CC(=C(C(=C1)OC)OC\C=C(/C)\CCC=C(C)C)OC)=O (1-ethyl-2-(3,5-dimethoxy-4-geranyloxybenzoylaminomethyl)pyrrolidine). Isolated yield 95.9%. RXN SMILES: [CH3:1][O:2][C:3]1[CH:4]=[C:5]([CH:9]=[C:10]([O:23][CH3:24])[C:11]=1[O:12][CH2:13]/[CH:14]=[C:15](/[CH2:17][CH2:18][CH:19]=[C:20]([CH3:22])[CH3:21])\[CH3:16])[C:6]([OH:8])=O.[NH2:25][CH2:26][CH:27]1[CH2:31][CH2:30][CH2:29][N:28]1[CH2:32][CH3:33]>>[CH2:32]([N:28]1[CH2:29][CH2:30][CH2:31][CH:27]1[CH2:26][NH:25][C:6](=[O:8])[C:5]1[CH:9]=[C:10]([O:23][CH3:24])[C:11]([O:12][CH2:13]/[CH:14]=[C:15](/[CH2:17][CH2:18][CH:19]=[C:20]([CH3:22])[CH3:21])\[CH3:16])=[C:3]([O:2][CH3:1])[CH:4]=1)[CH3:33]. Procedure details: In a manner identical to Example 15, 3,5-dimethoxy-4-geranyloxy benzoic acid (0.80 g) was subjected to a condensation reaction with 2-aminomethyl-1-ethylpyrrolidine (0.31 g), thereby yielding 1.02 g (95%) of the aimed compound. Starting materials: C(C)(C)(C)OC(NC1=C(C=C(C(=C1)N(C)C)Cl)N)=O ((2-amino-4-chloro-5-dimethylamino-phenyl)-carbamic acid tert.-butyl ester), CC1(OC(C=C(O1)C=1C=C(C#N)C=CC1)=O)C (3-(2,2-dimethyl-6-oxo-6H-[1,3]dioxin-4-yl)-benzonitrile). Product: C(C)(C)(C)OC(NC1=C(C=C(C(=C1)N(C)C)C#CC1=CC=CC=C1)NC(CC(=O)C1=CC(=CC=C1)C#N)=O)=O ({2-[3-(3-Cyano-phenyl)-3-oxo-propionylamino]-5-dimethylamino-4-phenylethynyl-phenyl}-carbamic acid tert.-butyl ester), solid. RXN SMILES: [C:1]([O:5][C:6](=[O:19])[NH:7][C:8]1[CH:13]=[C:12]([N:14]([CH3:16])[CH3:15])[C:11](Cl)=[CH:10][C:9]=1[NH2:18])([CH3:4])([CH3:3])[CH3:2].CC1(C)[O:26][C:25]([C:27]2[CH:28]=[C:29]([CH:32]=[CH:33][CH:34]=2)[C:30]#[N:31])=[CH:24][C:23](=[O:35])O1>>[C:1]([O:5][C:6](=[O:19])[NH:7][C:8]1[CH:13]=[C:12]([N:14]([CH3:16])[CH3:15])[C:11]([C:24]#[C:25][C:27]2[CH:28]=[CH:29][CH:32]=[CH:33][CH:34]=2)=[CH:10][C:9]=1[NH:18][C:23](=[O:35])[CH2:24][C:25]([C:27]1[CH:34]=[CH:33][CH:32]=[C:29]([C:30]#[N:31])[CH:28]=1)=[O:26])([CH3:4])([CH3:3])[CH3:2]. Reported procedure: The title compound was prepared from (2-amino-4-chloro-5-dimethylamino-phenyl)-carbamic acid tert.-butyl ester (Example J2) and 3-(2,2-dimethyl-6-oxo-6H-[1,3]dioxin-4-yl)-benzonitrile (Example L1) according to the general procedure M. Obtained as an orange solid (108 mg).